This data is from the Open Reaction Database (ORD), a public repository of structured organic reaction records. The task is: describe an organic reaction: reactants, conditions, products, and yield Reactants: CN(C)C=O (DMF), ClC=1C=CC2=C(N(C(S2)=O)CC(=O)N(CC(=O)O)C)C1 (N-[(5-chloro-2-oxo-1,3-benzothiazol-3(2H)-yl)acetyl]-N-methylglycine), C1CCOC1 (THF), C(C(=O)Cl)(=O)Cl (oxalyl chloride). Solvent: C(C)OCC (diethyl ether). Run at time 2 hour. The product is ClC=1C=CC2=C(N=C(O2)CN(C(CN2C(SC3=C2C=C(C=C3)Cl)=O)=O)C)C1 (N-[(5-chloro-1,3-benzoxazol-2-yl)methyl]-2-(5-chloro-2-oxo-1,3-benzothiazol-3(2H)-yl)-N-methylacetamide). RXN SMILES: [Cl:1][C:2]1[CH:3]=[CH:4][C:5]2[S:9][C:8](=[O:10])[N:7]([CH2:11][C:12]([N:14]([CH3:19])[CH2:15][C:16]([OH:18])=O)=[O:13])[C:6]=2[CH:20]=1.[CH2:21]1[CH2:25]O[CH2:23][CH2:22]1.[C:26]([Cl:31])(=O)[C:27](Cl)=O.C[N:33](C=O)C>C(OCC)C>[Cl:31][C:26]1[CH:27]=[CH:23][C:22]2[O:18][C:16]([CH2:15][N:14]([CH3:19])[C:12](=[O:13])[CH2:11][N:7]3[C:6]4[CH:20]=[C:2]([Cl:1])[CH:3]=[CH:4][C:5]=4[S:9][C:8]3=[O:10])=[N:33][C:21]=2[CH:25]=1. Procedure details: To a mixture of N-[(5-chloro-2-oxo-1,3-benzothiazol-3(2H)-yl)acetyl]-N-methylglycine (205 mg) and THF (5 mL) were added oxalyl chloride (78 μL) and a catalytic amount of DMF under ice-cooling, followed by stirring at room temperature for 2 hours. The reaction mixture was concentrated under reduced pressure. A mixture of the residue and dichloromethane (4 mL) was added to a mixture of 2-amino-4-chlorophenol (84 mg), TEA (91 μL), and dichloromethane (1 mL) under ice-cooling, followed by stirring a... Starting materials: C(C)(C)(C)OC(=O)N1CCC(CCC1)=O (4-oxoazepane-1-carboxylic acid tert-butyl ester), Cl.COC(=O)C1(CCNCC1)OC (4-Methoxypiperidine-4-carboxylic acid methyl ester hydrochloride), C(#N)[BH3-].[Na+] (sodium cyanoborohydride), C(=O)([O-])[O-].[K+].[K+] (K2CO3). The reagents and catalysts are [Cl-].[Zn+2].[Cl-] (zinc chloride). The solvent is CO (methanol), CO (methanol), O (water). Reaction conditions: temperature 50 celsius, time 3 hour. The product is COC1(CCN(CC1)C1CCN(CCC1)C(=O)OC(C)(C)C)C(=O)OC (tert-butyl 4-[4-methoxy-4-(methoxycarbonyl)piperidin-1-yl]azepane-1-carboxylate). Isolated yield 18.5%. RXN SMILES: Cl.[CH3:2][O:3][C:4]([C:6]1([O:12][CH3:13])[CH2:11][CH2:10][NH:9][CH2:8][CH2:7]1)=[O:5].C([O-])([O-])=O.[K+].[K+].[C:20]([O:24][C:25]([N:27]1[CH2:33][CH2:32][CH2:31][C:30](=O)[CH2:29][CH2:28]1)=[O:26])([CH3:23])([CH3:22])[CH3:21].C([BH3-])#N.[Na+]>CO.[Cl-].[Zn+2].[Cl-].O>[CH3:13][O:12][C:6]1([C:4]([O:3][CH3:2])=[O:5])[CH2:7][CH2:8][N:9]([CH:30]2[CH2:31][CH2:32][CH2:33][N:27]([C:25]([O:24][C:20]([CH3:23])([CH3:22])[CH3:21])=[O:26])[CH2:28][CH2:29]2)[CH2:10][CH2:11]1 |f:0.1,2.3.4,6.7,9.10.11|. Reported procedure: 4-Methoxypiperidine-4-carboxylic acid methyl ester hydrochloride (0.50 g, 2.38 mmol) was dissolved in methanol (10 mL) and treated with K2CO3 (0.328 g, 2.38 mmol) in a minimum of water to de-salt. The reaction mixture was concentrated in vacuo and azeotroped to dryness with toluene. The residue and 4-oxoazepane-1-carboxylic acid tert-butyl ester (0.745 g, 2.38 mmol) were dissolved in methanol (20 mL) at rt and treated with zinc chloride (0.975 g, 7.15 mmol). The reaction mixture was stirred at 5... Starting materials: ClC1=C(C(=CC(=C1)C)[N+](=O)[O-])N=C1NCCN1 (2-(2-chloro-4-methyl-6-nitrophenylimino)-imidazolidine), [H][H] (hydrogen). The reagents and catalysts are [Ni] (Raney nickel). Solvent: CO (methanol). Yields the product NC1=C(C(=CC(=C1)C)Cl)N=C1NCCN1 (2-(2-Amino-6-chloro-4-methyl-phenylimino)-imidazolidine). Reaction SMILES: [Cl:1][C:2]1[CH:7]=[C:6]([CH3:8])[CH:5]=[C:4]([N+:9]([O-])=O)[C:3]=1[N:12]=[C:13]1[NH:17][CH2:16][CH2:15][NH:14]1.[H][H]>[Ni].CO>[NH2:9][C:4]1[CH:5]=[C:6]([CH3:8])[CH:7]=[C:2]([Cl:1])[C:3]=1[N:12]=[C:13]1[NH:14][CH2:15][CH2:16][NH:17]1. Procedure details: 3.05 gm (0.012 mol) of 2-(2-chloro-4-methyl-6-nitrophenylimino)-imidazolidine were hydrogenated in a shaker autoclave at 25°-30° C. and atmospheric pressure in the presence of Raney nickel and in a 1:1 mixture of methanol and tetrahydrofurn until the theoretical amount of hydrogen had been absorbed. Thereafter, the catalyst was separated by suction filtration, and the filtrate was evaporated in vacuo until the weight of the residue remained constant. Yield: 2.6 gm (96.5% of theory) of 2-(2-amino...